Dataset: the Open Reaction Database (ORD), a public repository of structured organic reaction records. Task: describe an organic reaction: reactants, conditions, products, and yield Reactants: ClCC=1C=NC=C(C#N)C1 (5-chloromethyl-nicotinonitrile), N (NH3). Solvent: CO (MeOH). Run at temperature 80 celsius. Yields the product NCC=1C=NC=C(C#N)C1 (5-aminomethyl-nicotinonitrile). RXN SMILES: Cl[CH2:2][C:3]1[CH:4]=[N:5][CH:6]=[C:7]([CH:10]=1)[C:8]#[N:9].[NH3:11]>CO>[NH2:11][CH2:2][C:3]1[CH:4]=[N:5][CH:6]=[C:7]([CH:10]=1)[C:8]#[N:9]. Procedure details: Dissolve 5-chloromethyl-nicotinonitrile (4.9 mg, 0.032 mmol) in 2.0M NH3 in MeOH (1 mL). Transfer this solution to a pressure tube. Heat the reaction solution at 80° C. for 2 h. Rotary evaporate the reaction solution (40° C.) to yield 5.1 mg of crude 5-aminomethyl-nicotinonitrile as a yellow oil. MS (m/e): 134.00 (M+1).